Dataset: the Open Reaction Database (ORD), a public repository of structured organic reaction records. Task: describe an organic reaction: reactants, conditions, products, and yield The reactants are solid, Cl(=O)[O-].[Na+] (sodium chlorite), O.P(=O)(O)(O)[O-].[Na+] (sodium dihydrogen phosphate monohydrate), Cl(=O)[O-].[Na+] (sodium chlorite), O.P(=O)(O)(O)[O-].[Na+] (sodium dihydrogen phosphate monohydrate), ClC=1NC2=CC=CC=C2C1C=O (2-chloroindole-3-carboxaldehyde), CC(C)=CC (2-methyl-2-butene). The solvent is C(C)(=O)OCC (ethyl acetate), O (water), O (water), O1CCOCC1 (p-dioxane). Conditions: temperature 25 celsius, time 3.5 hour. The product is ClC=1NC2=CC=CC=C2C1C(=O)O (2-chloroindole-3-carboxylic acid). Isolated yield 47.2%. Reaction SMILES: [Cl:1][C:2]1[NH:3][C:4]2[C:9]([C:10]=1[CH:11]=[O:12])=[CH:8][CH:7]=[CH:6][CH:5]=2.CC(=CC)C.Cl([O-])=[O:19].[Na+].O.P([O-])(O)(O)=O.[Na+]>O.C(OCC)(=O)C.O1CCOCC1>[Cl:1][C:2]1[NH:3][C:4]2[C:9]([C:10]=1[C:11]([OH:19])=[O:12])=[CH:8][CH:7]=[CH:6][CH:5]=2 |f:2.3,4.5.6|. Reported procedure: A mechanically stirred suspension of 15 g (83.5 mmol) of 2-chloroindole-3-carboxaldehyde [XXVI: R1 =R3 =H, X=Cl] (Schule, et al., Arch, Pharm. [Weinheim] 1972;305:523-533), 84 mL of 2-methyl-2-butene, and 200 mL of p-dioxane in an ice bath was treated with a solution of 40 g each of sodium chlorite and sodium dihydrogen phosphate monohydrate in 200 mL of water. The biphasic mixture was then stirred vigorously at 25° C. for 3.5 hours. An additional 16 g each of solid sodium chlorite and sodium di... The reactants are O=C([O-])[O-], COC(=O)c1ccccc1O, CC#N, CCOC(=O)CCl, [I-], [K+], [K+], [K+]. Product: CCOC(=O)COc1ccccc1C(=O)OC. Reaction SMILES: [C:19](=[O:20])([O-:21])[O-:22].[C:8]([c:9]1[c:10]([OH:11])[cH:12][cH:13][cH:14][cH:15]1)(=[O:16])[O:17][CH3:18].[CH3:27][C:28]#[N:29].[Cl:1][CH2:2][C:3](=[O:4])[O:5][CH2:6][CH3:7].[I-:26].[K+:23].[K+:24].[K+:25]>>[CH2:2]([C:3](=[O:4])[O:5][CH2:6][CH3:7])[O:11][c:10]1[c:9]([C:8](=[O:16])[O:17][CH3:18])[cH:15][cH:14][cH:13][cH:12]1. The reactants are BrC1=C2C=CC(=CC2=CC=C1)S(=O)(=O)OC1=C(C(=C(C(=C1F)F)F)F)F (perfluorophenyl 5-bromonaphthalene-2-sulfonate), BrC1=C2C=CC(=CC2=CC=C1)S(=O)(=O)OC1=C(C(=C(C(=C1F)F)F)F)F (perfluorophenyl 5-bromonaphthalene-2-sulfonate), N1=CN=C(C=C1)N (pyrimidin-4-amine), C[Si](C)(C)[N-][Si](C)(C)C.[Li+] (lithium bis(trimethylsilyl)amide), C(C)(=O)O (acetic acid). Reaction conditions: temperature -78 celsius, time 30 minute. The product is BrC1=C2C=CC(=CC2=CC=C1)S(=O)(=O)NC1=NC=NC=C1 (5-bromo-N-(pyrimidin-4-yl)naphthalene-2-sulfonamide). The yield is 99.2%. Reaction SMILES: [Br:1][C:2]1[CH:11]=[CH:10][CH:9]=[C:8]2[C:3]=1[CH:4]=[CH:5][C:6]([S:12]([O:15]C1C(F)=C(F)C(F)=C(F)C=1F)(=[O:14])=O)=[CH:7]2.[N:27]1[CH:32]=[CH:31][C:30]([NH2:33])=[N:29][CH:28]=1.C[Si]([N-][Si](C)(C)C)(C)C.[Li+].C(O)(=O)C>>[Br:1][C:2]1[CH:11]=[CH:10][CH:9]=[C:8]2[C:3]=1[CH:4]=[CH:5][C:6]([S:12]([NH:33][C:30]1[CH:31]=[CH:32][N:27]=[CH:28][N:29]=1)(=[O:14])=[O:15])=[CH:7]2 |f:2.3|. Procedure details: A round bottom flask was charged with perfluorophenyl 5-bromonaphthalene-2-sulfonate (Intermediate M) (0.677 g, 1.494 mmol) and pyrimidin-4-amine (0.185 g, 1.942 mmol). A septum was attached and the flask flushed with N2. THF (7.47 mL) was added and the solution was cooled to −78° C., lithium bis(trimethylsilyl)amide (1.195 mL, 1.195 mmol) was added and after addition was complete, the cold bath was removed and the solution was allowed to warm to rt. After 30 min at rt, acetic acid (0.257 mL, 4.... The reactants are CCOC(=O)N1c2ccc(OC)nc2C(Nc2ncc(OCC(=O)O)c(Cc3cc(C(F)(F)F)cc(C(F)(F)F)c3)n2)CC1CC, C1COCCN1, CCN=C=NCCCN(C)C, CN(C)C=O, Cl, O, O, On1nnc2ccccc21. The product is CCOC(=O)N1c2ccc(OC)nc2C(Nc2ncc(OCC(=O)N3CCOCC3)c(Cc3cc(C(F)(F)F)cc(C(F)(F)F)c3)n2)CC1CC. Reaction SMILES: [CH2:1]([CH3:2])[O:3][C:4](=[O:5])[N:6]1[CH:7]([CH2:45][CH3:46])[CH2:8][CH:9]([NH:18][c:19]2[n:20][cH:21][c:22]([O:40][CH2:41][C:42](=[O:43])[OH:44])[c:23]([CH2:25][c:26]3[cH:27][c:28]([C:36]([F:37])([F:38])[F:39])[cH:29][c:30]([C:32]([F:33])([F:34])[F:35])[cH:31]3)[n:24]2)[c:10]2[n:11][c:12]([O:16][CH3:17])[cH:13][cH:14][c:15]21.[CH2:47]1[CH2:48][O:49][CH2:50][CH2:51][NH:52]1.[CH3:54][N:55]([CH3:56])[CH2:57][CH2:58][CH2:59][N:60]=[C:61]=[N:62][CH2:63][CH3:64].[CH3:76][N:77]([CH3:78])[CH:79]=[O:80].[ClH:53].[OH2:65].[OH2:81].[OH:66][n:67]1[c:68]2[cH:69][cH:70][cH:71][cH:72][c:73]2[n:74][n:75]1>>[CH2:1]([CH3:2])[O:3][C:4](=[O:5])[N:6]1[CH:7]([CH2:45][CH3:46])[CH2:8][CH:9]([NH:18][c:19]2[n:20][cH:21][c:22]([O:40][CH2:41][C:42](=[O:43])[N:52]3[CH2:47][CH2:48][O:49][CH2:50][CH2:51]3)[c:23]([CH2:25][c:26]3[cH:27][c:28]([C:36]([F:37])([F:38])[F:39])[cH:29][c:30]([C:32]([F:33])([F:34])[F:35])[cH:31]3)[n:24]2)[c:10]2[n:11][c:12]([O:16][CH3:17])[cH:13][cH:14][c:15]21. The reactants are C(#C)C1=C(C=CC(=C1)F)CC(=O)O (2-(2-Ethynyl-4-fluorophenyl)acetic acid), C(C(=O)Cl)(=O)Cl (oxalyl chloride), CN(C)C=O (DMF), [Pb](SC#N)SC#N (lead thiocyanate). The solvent is ClCCl (dichloromethane). Conditions: time 1 hour. The product is C(#C)C1=C(C=CC(=C1)F)CC(=O)N=C=S (2-(2-Ethynyl-4-fluorophenyl)acetyl isothiocyanate). As a reaction SMILES: [C:1]([C:3]1[CH:8]=[C:7]([F:9])[CH:6]=[CH:5][C:4]=1[CH2:10][C:11]([OH:13])=O)#[CH:2].C(Cl)(=O)C(Cl)=O.CN(C=O)C.[Pb](SC#N)[S:26][C:27]#[N:28]>ClCCl>[C:1]([C:3]1[CH:8]=[C:7]([F:9])[CH:6]=[CH:5][C:4]=1[CH2:10][C:11]([N:28]=[C:27]=[S:26])=[O:13])#[CH:2]. Procedure details: To a solution of acid 327 (2.10 g, 11.8 mmol) in dry dichloromethane (50 mL) was added oxalyl chloride (2.0 mL, 2.9 g, 23 mmol) and dry DMF (0.1 mL). The mixture was stirred for 1 h, then concentrated under reduced pressure. The residue was re-dissolved in toluene (75 mL) and lead thiocyanate (4.0 g, 12 mmol) was added. The resulting suspension was heated to reflux with vigorous stirring for 3 h, then cooled, filtered through celite, and concentrated to afford crude 321 which was used without fu... Reactants: C1CCN2CCNCC2C1, CS(C)=O, COc1cc(CCc2cc(NC(=O)c3cnc(Cl)cn3)[nH]n2)cc(OC)c1. The product is COc1cc(CCc2cc(NC(=O)c3cnc(N4CCN5CCCCC5C4)cn3)[nH]n2)cc(OC)c1. As a reaction SMILES: [CH2:1]1[CH:2]2[N:3]([CH2:4][CH2:5][NH:6]1)[CH2:7][CH2:8][CH2:9][CH2:10]2.[CH3:38][S:39]([CH3:40])=[O:41].[Cl:11][c:12]1[n:13][cH:14][c:15]([C:18](=[O:19])[NH:20][c:21]2[nH:22][n:23][c:24]([CH2:26][CH2:27][c:28]3[cH:29][c:30]([O:36][CH3:37])[cH:31][c:32]([O:34][CH3:35])[cH:33]3)[cH:25]2)[n:16][cH:17]1>>[CH2:1]1[CH:2]2[N:3]([CH2:4][CH2:5][N:6]1[c:12]1[n:13][cH:14][c:15]([C:18](=[O:19])[NH:20][c:21]3[nH:22][n:23][c:24]([CH2:26][CH2:27][c:28]4[cH:29][c:30]([O:36][CH3:37])[cH:31][c:32]([O:34][CH3:35])[cH:33]4)[cH:25]3)[n:16][cH:17]1)[CH2:7][CH2:8][CH2:9][CH2:10]2. Product: C(CCCCCCCCCCC)C1=C(SC=C1)\C=C\C=1SC=CC1CCCCCCCCCCCC ((E)-1,2-bis(3-dodecylthienyl)ethylene). The reagents and catalysts are Cl[Ti](Cl)(Cl)Cl (TiCl4), [Zn] (Zn). Starting materials: C(CCCCCCCCCCC)C1=C(SC=C1)C=O (3-dodecyl-2-thiophenecarboxaldehyde). The yield is 75.0%. Procedure: To a suspension of low-valent Ti prepared from TiCl4 (0.94 mL, 8.56 mmol) and Zn (1.12 g, 17.11 mmol) in 42 mL of dry THF under N2 at 0° C. was added a dry solution of 11 (2 g, 7.13 mmol) in 14 mL of dry THF. After 2 h of refluxing, the mixture was cooled to room temperature, filtered to remove excess Zn, evaporated, poured into water and extracted with CH2Cl2. The organic phase was washed with water and dried over MgSO4. After solvent removal, the crude solid was purified by column chromatograp... Solvent: C1CCOC1 (THF), C1CCOC1 (THF). Reaction SMILES: [CH2:1]([C:13]1[CH:17]=[CH:16][S:15][C:14]=1[CH:18]=O)[CH2:2][CH2:3][CH2:4][CH2:5][CH2:6][CH2:7][CH2:8][CH2:9][CH2:10][CH2:11][CH3:12]>C1COCC1.Cl[Ti](Cl)(Cl)Cl.[Zn]>[CH2:1]([C:13]1[CH:17]=[CH:16][S:15][C:14]=1/[CH:18]=[CH:18]/[C:14]1[S:15][CH:16]=[CH:17][C:13]=1[CH2:1][CH2:2][CH2:3][CH2:4][CH2:5][CH2:6][CH2:7][CH2:8][CH2:9][CH2:10][CH2:11][CH3:12])[CH2:2][CH2:3][CH2:4][CH2:5][CH2:6][CH2:7][CH2:8][CH2:9][CH2:10][CH2:11][CH3:12].